Dataset: the Open Reaction Database (ORD), a public repository of structured organic reaction records. Task: describe an organic reaction: reactants, conditions, products, and yield Reactants: CCCCCCCCCC(=O)[O-], CCC1CC2C3CCC4=CC(=O)CCC4C3CCC2(C)C1OC(=O)CBr, CC(C)=O, [Na+], O. Yields the product CCCCCCCCCC(=O)OCC(=O)OC1C(CC)CC2C3CCC4=CC(=O)CCC4C3CCC21C. As a reaction SMILES: [C:27]([CH2:28][CH2:29][CH2:30][CH2:31][CH2:32][CH2:33][CH2:34][CH2:35][CH3:36])(=[O:37])[O-:38].[CH2:1]([CH3:2])[CH:3]1[CH:4]([O:22][C:23]([CH2:24][Br:25])=[O:26])[C:5]2([CH3:6])[CH:7]([CH2:8]1)[CH:9]1[CH2:10][CH2:11][C:12]3=[CH:13][C:14](=[O:21])[CH2:15][CH2:16][CH:17]3[CH:18]1[CH2:19][CH2:20]2.[CH3:41][C:42]([CH3:43])=[O:44].[Na+:39].[OH2:40]>>[CH2:1]([CH3:2])[CH:3]1[CH:4]([O:22][C:23]([CH2:24][O:38][C:27]([CH2:28][CH2:29][CH2:30][CH2:31][CH2:32][CH2:33][CH2:34][CH2:35][CH3:36])=[O:37])=[O:26])[C:5]2([CH3:6])[CH:7]([CH2:8]1)[CH:9]1[CH2:10][CH2:11][C:12]3=[CH:13][C:14](=[O:21])[CH2:15][CH2:16][CH:17]3[CH:18]1[CH2:19][CH2:20]2. The reactants are O=Cc1ccc(OCc2ccccc2)cc1OCc1ccccc1, CCO, Cl, NO, c1ccncc1. The product is ON=Cc1ccc(OCc2ccccc2)cc1OCc1ccccc1. Reaction SMILES: [CH2:1]([c:2]1[cH:3][cH:4][cH:5][cH:6][cH:7]1)[O:8][c:9]1[c:10]([CH:11]=[O:12])[cH:13][cH:14][c:15]([O:17][CH2:18][c:19]2[cH:20][cH:21][cH:22][cH:23][cH:24]2)[cH:16]1.[CH3:34][CH2:35][OH:36].[ClH:25].[NH2:26][OH:27].[cH:28]1[cH:29][cH:30][n:31][cH:32][cH:33]1>>[CH2:1]([c:2]1[cH:3][cH:4][cH:5][cH:6][cH:7]1)[O:8][c:9]1[c:10]([CH:11]=[N:26][OH:27])[cH:13][cH:14][c:15]([O:17][CH2:18][c:19]2[cH:20][cH:21][cH:22][cH:23][cH:24]2)[cH:16]1. Starting materials: FC=1C(=NC(=NC1)C1=NNC2=NC=C(C=C21)F)NC(CC(=O)OCC)C2(CCCC2)C (racemic ethyl 3-[[5-fluoro-2-(5-fluoro-1H-pyrazolo[3,4-b]pyridin-3-yl)pyrimidin-4-yl]amino]-3-(1-methylcyclopentyl)propanoate), FC=1C(=NC(=NC1)C1=NNC2=NC=C(C=C21)F)NC(CC(=O)OCC)C2(CCCC2)C ((+/−)-ethyl 3-(5-fluoro-2-(5-fluoro-1H-pyrazolo[3,4-b]pyridin-3-yl)pyrimidin-4-ylamino)-3-(1-methylcyclopentyl)propanoate), O.[OH-].[Li+] (lithium hydroxide hydrate). Run in C1CCOC1 (THF), O (H2O). Reaction conditions: temperature 70 celsius, time 8 hour. Yields the product FC=1C(=NC(=NC1)C1=NNC2=NC=C(C=C21)F)NC(CC(=O)O)C2(CCCC2)C ((+/−)-3-(5-fluoro-2-(5-fluoro-1H-pyrazolo[3,4-b]pyridin-3-yl)pyrimidin-4-ylamino)-3-(1-methylcyclopentyl)propanoic acid). As a reaction SMILES: [F:1][C:2]1[C:3]([NH:18][CH:19]([C:26]2([CH3:31])[CH2:30][CH2:29][CH2:28][CH2:27]2)[CH2:20][C:21]([O:23]CC)=[O:22])=[N:4][C:5]([C:8]2[C:16]3[C:11](=[N:12][CH:13]=[C:14]([F:17])[CH:15]=3)[NH:10][N:9]=2)=[N:6][CH:7]=1.O.[OH-].[Li+]>C1COCC1.O>[F:1][C:2]1[C:3]([NH:18][CH:19]([C:26]2([CH3:31])[CH2:30][CH2:29][CH2:28][CH2:27]2)[CH2:20][C:21]([OH:23])=[O:22])=[N:4][C:5]([C:8]2[C:16]3[C:11](=[N:12][CH:13]=[C:14]([F:17])[CH:15]=3)[NH:10][N:9]=2)=[N:6][CH:7]=1 |f:1.2.3|. Procedure: To a solution of racemic ethyl 3-[[5-fluoro-2-(5-fluoro-1H-pyrazolo[3,4-b]pyridin-3-yl)pyrimidin-4-yl]amino]-3-(1-methylcyclopentyl)propanoate, 149a, (0.110 g, 0.256 mmol) in THF (30 mL) was added a solution of lithium hydroxide hydrate (0.043 g, 1.022 mmol) in H2O (20 mL). The reaction mixture was stirred at 70° C. overnight. The organic solvent was removed under reduced pressure and the remaining aqueous phase was used directly in the purification via preparatory HPLC. The resulting HPLC fract... The reactants are C1CCOC1, COc1cccc2sc(C3CCNC(C)C3)cc12, O=C1CCC(=O)N1Cl. Product: COc1cccc2sc(C3CCN(Cl)C(C)C3)cc12. RXN SMILES: [CH2:27]1[O:28][CH2:29][CH2:30][CH2:31]1.[CH3:1][O:2][c:3]1[cH:4][cH:5][cH:6][c:7]2[s:8][c:9]([CH:12]3[CH2:13][CH:14]([CH3:18])[NH:15][CH2:16][CH2:17]3)[cH:10][c:11]12.[Cl:19][N:20]1[C:21](=[O:22])[CH2:23][CH2:24][C:25]1=[O:26]>>[CH3:1][O:2][c:3]1[cH:4][cH:5][cH:6][c:7]2[s:8][c:9]([CH:12]3[CH2:13][CH:14]([CH3:18])[N:15]([Cl:19])[CH2:16][CH2:17]3)[cH:10][c:11]12.